Dataset: the Open Reaction Database (ORD), a public repository of structured organic reaction records. Task: describe an organic reaction: reactants, conditions, products, and yield The reactants are C(C)(=O)O[BH-](OC(C)=O)OC(C)=O.[Na+] (sodium triacetoxyborohydride), C(C(C)C)=O (isobutyraldehyde), Cl.CN1N=CC=2CN(C3=C(NC12)C=CC=C3)C(=O)C3CCC(CC3)CNC(=O)C3CCNCC3 (piperidine-4-carboxylic acid [4-(3-methyl-4,10-dihydro-3H-2,3,4,9-tetraaza-benzo[f]azulene-9-carbonyl)-cyclohexylmethyl]-amide hydrochloride). Solvent: CN(C)C=O (DMF), ClCCCl (1,2-dichloroethane), ClCCCl (1,2-dichloroethane), CCN(C(C)C)C(C)C (DIEA). Reaction conditions: time 1 hour. The product is CN1N=CC=2CN(C3=C(NC12)C=CC=C3)C(=O)C3CCC(CC3)CNC(=O)C3CCN(CC3)CC(C)C (1-Isobutyl-piperidine-4-carboxylic acid [4-(3-methyl-4,10-dihydro-3H-2,3,4,9-tetraaza-benzo[f]azulene-9-carbonyl)-cyclohexylmethyl]-amide). Reaction SMILES: [CH:1](=O)[CH:2]([CH3:4])[CH3:3].Cl.[CH3:7][N:8]1[C:17]2[NH:16][C:15]3[CH:18]=[CH:19][CH:20]=[CH:21][C:14]=3[N:13]([C:22]([CH:24]3[CH2:29][CH2:28][CH:27]([CH2:30][NH:31][C:32]([CH:34]4[CH2:39][CH2:38][NH:37][CH2:36][CH2:35]4)=[O:33])[CH2:26][CH2:25]3)=[O:23])[CH2:12][C:11]=2[CH:10]=[N:9]1.C(O[BH-](OC(=O)C)OC(=O)C)(=O)C.[Na+]>ClCCCl.CCN(C(C)C)C(C)C.CN(C=O)C>[CH3:7][N:8]1[C:17]2[NH:16][C:15]3[CH:18]=[CH:19][CH:20]=[CH:21][C:14]=3[N:13]([C:22]([CH:24]3[CH2:25][CH2:26][CH:27]([CH2:30][NH:31][C:32]([CH:34]4[CH2:35][CH2:36][N:37]([CH2:1][CH:2]([CH3:4])[CH3:3])[CH2:38][CH2:39]4)=[O:33])[CH2:28][CH2:29]3)=[O:23])[CH2:12][C:11]=2[CH:10]=[N:9]1 |f:1.2,3.4|. Procedure details: A solution of isobutyraldehyde (0.36 mg, 0.005 mmol) in 1,2-dichloroethane (0.05 ml) was added to a solution of piperidine-4-carboxylic acid [4-(3-methyl-4,10-dihydro-3H-2,3,4,9-tetraaza-benzo[f]azulene-9-carbonyl)-cyclohexylmethyl]-amide hydrochloride (Compound number 238) (2.43 mg, 0.005 mmol) in 1,2-dichloroethane (0.05 ml) and DIEA (0.0026 ml). The mixture was stirred at room temperature for 1 h then a solution of sodium triacetoxyborohydride (1.59 mg, 0.0075 mmol) in DMF (0.05 ml) was added... Reactants: [Cl-], O=C(O)c1cc([N+](=O)[O-])ccc1Cl, CCOC(=O)C(C)(C)O. As a reaction SMILES: [Cl-:14].[Cl:1][c:2]1[c:3]([C:4](=[O:5])[OH:6])[cH:7][c:8]([N+:11](=[O:12])[O-:13])[cH:9][cH:10]1.[OH:15][C:16]([C:17](=[O:18])[O:19][CH2:20][CH3:21])([CH3:22])[CH3:23]>>[Cl:1][c:2]1[c:3]([C:4](=[O:5])[O:6][C:16]([C:17](=[O:18])[O:19][CH2:20][CH3:21])([CH3:22])[CH3:23])[cH:7][c:8]([N+:11](=[O:12])[O-:13])[cH:9][cH:10]1. The product is CCOC(=O)C(C)(C)OC(=O)c1cc([N+](=O)[O-])ccc1Cl. Starting materials: CS(=O)(=O)O, CC#N, CCN(C(C)C)C(C)C, O=C(Cl)Oc1ccc([N+](=O)[O-])cc1, NC(=O)C1CCC(N)CC1, NCc1ccc2c(c1)CN(C1CCC(=O)NC1=O)C2=O. Product: NC(=O)C1CCC(NC(=O)NCc2ccc3c(c2)CN(C2CCC(=O)NC2=O)C3=O)CC1. As a reaction SMILES: [CH3:33][S:34]([OH:35])(=[O:36])=[O:37].[CH3:58][C:59]#[N:60].[CH:24]([N:25]([CH2:26][CH3:27])[CH:28]([CH3:29])[CH3:30])([CH3:31])[CH3:32].[Cl:1][C:2](=[O:3])[O:4][c:5]1[cH:6][cH:7][c:8]([N+:9]([O-:10])=[O:11])[cH:12][cH:13]1.[NH2:14][CH:15]1[CH2:16][CH2:17][CH:18]([C:21](=[O:22])[NH2:23])[CH2:19][CH2:20]1.[NH2:38][CH2:39][c:40]1[cH:41][c:42]2[c:46]([cH:47][cH:48]1)[C:45](=[O:49])[N:44]([CH:50]1[C:51](=[O:57])[NH:52][C:53](=[O:56])[CH2:54][CH2:55]1)[CH2:43]2>>[C:2](=[O:3])([NH:14][CH:15]1[CH2:16][CH2:17][CH:18]([C:21](=[O:22])[NH2:23])[CH2:19][CH2:20]1)[NH:38][CH2:39][c:40]1[cH:41][c:42]2[c:46]([cH:47][cH:48]1)[C:45](=[O:49])[N:44]([CH:50]1[C:51](=[O:57])[NH:52][C:53](=[O:56])[CH2:54][CH2:55]1)[CH2:43]2. Starting materials: ClC=1N=C(N(C1Cl)CC1=C(C2=C(N(C(N(C2=O)C)=O)CC(C)C)S1)C(=O)N1OC[C@H](C1)O)C (6-[(4,5-Dichloro-2-methyl-1H-imidazol-1-yl)methyl]-5-[4-(S)-hydroxy-2-isoxazolidinylcarbonyl]-3-methyl-1-(isobutyl)thieno[2,3-d]pyrimidine-2,4(1H,3H)-dione), N=1C=CN2C1C=CC=C2 (imidazolo[1,2-a]pyridine), C([O-])([O-])=O.[K+].[K+] (potassium carbonate). Run in C1CCOC1 (THF). Yields the product O[C@H]1CN(OC1)C(=O)C1=C(SC=2N(C(N(C(C21)=O)C)=O)CC(C)C)CC2=CN=C1N2C=CC=C1 (5-[(4S)-4-Hydroxyisoxazolidin-2-ylcarbonyl]-6-(imidazo[1,2-a]pyridin-3-ylmethyl)-1-isobutyl-3-methylthieno[2,3-d]pyrimidine-2,4(1H,3H)-dione). Reaction SMILES: ClC1N=C(C)N([CH2:8][C:9]2[S:24][C:12]3[N:13]([CH2:20][CH:21]([CH3:23])[CH3:22])[C:14](=[O:19])[N:15]([CH3:18])[C:16](=[O:17])[C:11]=3[C:10]=2[C:25]([N:27]2[CH2:31][C@H:30]([OH:32])[CH2:29][O:28]2)=[O:26])C=1Cl.[N:34]1[CH:35]=[CH:36][N:37]2[CH:42]=[CH:41][CH:40]=[CH:39][C:38]=12.C(=O)([O-])[O-].[K+].[K+]>C1COCC1>[OH:32][C@@H:30]1[CH2:29][O:28][N:27]([C:25]([C:10]2[C:11]3[C:16](=[O:17])[N:15]([CH3:18])[C:14](=[O:19])[N:13]([CH2:20][CH:21]([CH3:22])[CH3:23])[C:12]=3[S:24][C:9]=2[CH2:8][C:36]2[N:37]3[CH:42]=[CH:41][CH:40]=[CH:39][C:38]3=[N:34][CH:35]=2)=[O:26])[CH2:31]1 |f:2.3.4|. Procedure: The product of example 3 part b (1 g), imidazolo[1,2-a]pyridine (0.4 ml), potassium carbonate (0.35 g) and THF (20 ml) were stirred under nitrogen for 1 h. Warer was added to the reaction and extracted with ethyl acetate (×2). The combined organic extracts were dried (MgSO4) and concentrated in vacuo. The residue was chromatographed (SiO2/9:1 ethyl acetate-hexane and the ethyl acetate) to give the sub-title compound as a colourless oil. LCMS(ESI) 4275 [M+H]+ Reactants: ClC1=C(C=CC=C1Cl)C(=O)N1CCN=C(C1)OCC (1-[(2,3-dichlorophenyl)carbonyl]-5-(ethyloxy)-1,2,3,6-tetrahydropyrazine), N1=C(C=NC=C1)C(=O)NN (2-pyrazinecarbohydrazide). Product: ClC1=C(C=CC=C1Cl)C(=O)N1CC=2N(CC1)C(=NN2)C2=NC=CN=C2 (7-[(2,3-dichlorophenyl)carbonyl]-3-(2-pyrazinyl)-5,6,7,8-tetrahydro[1,2,4]triazolo[4,3-a]pyrazine). Reaction SMILES: [Cl:1][C:2]1[C:7]([Cl:8])=[CH:6][CH:5]=[CH:4][C:3]=1[C:9]([N:11]1[CH2:16][C:15](OCC)=[N:14][CH2:13][CH2:12]1)=[O:10].[N:20]1[CH:25]=[CH:24][N:23]=[CH:22][C:21]=1[C:26]([NH:28][NH2:29])=O>C(O)CCC>[Cl:1][C:2]1[C:7]([Cl:8])=[CH:6][CH:5]=[CH:4][C:3]=1[C:9]([N:11]1[CH2:12][CH2:13][N:14]2[C:26]([C:21]3[CH:22]=[N:23][CH:24]=[CH:25][N:20]=3)=[N:28][N:29]=[C:15]2[CH2:16]1)=[O:10]. Procedure details: A mixture of 1-[(2,3-dichlorophenyl)carbonyl]-5-(ethyloxy)-1,2,3,6-tetrahydropyrazine (0.48 g, 1.594 mmol, e.g. prepared as described below) and 2-pyrazinecarbohydrazide (0.242 g, 1.753 mmol, CAS [768-05-8], commercially available e.g. from TimTec, J & W PharmLab or AKos Consulting) in anhydrous n-butanol (3.19 ml) was heated to reflux under argon atmosphere. After 2 hours the reaction was cooled to room temperature and concentrated in vacuo. The residue was purified by mass-directed automated (... Run in C(CCC)O (n-butanol). The reactants are O=C([O-])O, CC(=O)OC(C)=O, Cc1ccccn1, O=Cc1ccc([N+](=O)[O-])cc1, [Na+], O. Yields the product O=[N+]([O-])c1ccc(C=Cc2ccccn2)cc1. As a reaction SMILES: [C:26](=[O:27])([OH:28])[O-:29].[CH3:19][C:20]([O:21][C:22](=[O:23])[CH3:24])=[O:25].[CH3:1][c:2]1[cH:3][cH:4][cH:5][cH:6][n:7]1.[N+:8](=[O:9])([O-:10])[c:11]1[cH:12][cH:13][c:14]([CH:15]=[O:16])[cH:17][cH:18]1.[Na+:30].[OH2:31]>>[CH:1]([c:2]1[cH:3][cH:4][cH:5][cH:6][n:7]1)=[CH:15][c:14]1[cH:13][cH:12][c:11]([N+:8](=[O:9])[O-:10])[cH:18][cH:17]1. RXN SMILES: [OH:1][C:2]1[CH:11]=[CH:10][CH:9]=[C:8]2[C:3]=1[C:4](=[O:18])[CH:5]=[C:6]([C:12]1[CH:17]=[CH:16][CH:15]=[CH:14][CH:13]=1)[O:7]2.Br[CH2:20][CH2:21][CH2:22][Cl:23].[OH:24][CH:25]1[CH2:30][CH2:29][NH:28][CH2:27][CH2:26]1>>[ClH:23].[OH:24][CH:25]1[CH2:30][CH2:29][N:28]([CH2:20][CH2:21][CH2:22][O:1][C:2]2[C:3]3[C:4](=[O:18])[CH:5]=[C:6]([C:12]4[CH:13]=[CH:14][CH:15]=[CH:16][CH:17]=4)[O:7][C:8]=3[CH:9]=[CH:10][CH:11]=2)[CH2:27][CH2:26]1 |f:3.4|. Reported procedure: The compound was prepared by the method of Example 21 from 5-hydroxyflavone, 1-bromo-3-chloropropane, and 4-hydroxypiperidine: mp 213°-215° C. Starting materials: OC1=C2C(C=C(OC2=CC=C1)C1=CC=CC=C1)=O (5-hydroxyflavone), BrCCCCl (1-bromo-3-chloropropane), OC1CCNCC1 (4-hydroxypiperidine). Yields the product Cl.OC1CCN(CC1)CCCOC1=CC=CC2=C1C(C=C(O2)C2=CC=CC=C2)=O (5-[3-(4-hydroxypiperidinyl)propoxy]-2-phenyl-4H-1-benzopyran-4-one hydrochloride).